describe an organic reaction: reactants, conditions, products, and yield From a dataset of the Open Reaction Database (ORD), a public repository of structured organic reaction records. Reactants: C1CCOC1, CCOC(C)=O, O=[N+]([O-])c1ccc(F)c(F)c1, [H-], [Na+], c1ccc2[nH]ccc2c1. Product: O=[N+]([O-])c1ccc(-n2ccc3ccccc32)c(F)c1. Reaction SMILES: [CH2:23]1[O:24][CH2:25][CH2:26][CH2:27]1.[CH3:28][CH2:29][O:30][C:31](=[O:32])[CH3:33].[F:12][c:13]1[cH:14][c:15]([N+:20](=[O:21])[O-:22])[cH:16][cH:17][c:18]1[F:19].[H-:1].[Na+:2].[nH:3]1[cH:4][cH:5][c:6]2[cH:7][cH:8][cH:9][cH:10][c:11]12>>[n:3]1(-[c:18]2[c:13]([F:12])[cH:14][c:15]([N+:20](=[O:21])[O-:22])[cH:16][cH:17]2)[cH:4][cH:5][c:6]2[cH:7][cH:8][cH:9][cH:10][c:11]12. Reactants: CCOc1cc(NC(=O)OC(C)(C)C)c(NC(=O)CC(=O)c2cccc(-c3cnccc3C)c2)cc1C(F)(F)F, ClCCl, O=C(O)C(F)(F)F. Product: CCOc1cc2c(cc1C(F)(F)F)NC(=O)CC(c1cccc(-c3cnccc3C)c1)=N2. As a reaction SMILES: [C:1]([O:2][C:3](=[O:4])[NH:7][c:8]1[c:9]([NH:21][C:22]([CH2:23][C:24](=[O:5])[c:26]2[cH:27][c:28](-[c:32]3[cH:33][n:34][cH:35][cH:36][c:37]3[CH3:38])[cH:29][cH:30][cH:31]2)=[O:39])[cH:10][c:11]([C:17]([F:18])([F:19])[F:20])[c:12]([O:14][CH2:15][CH3:16])[cH:13]1)([CH3:6])([CH3:25])[CH3:40].[Cl:48][CH2:49][Cl:50].[F:41][C:42]([F:43])([F:44])[C:45]([OH:46])=[O:47]>>[N:7]1=[C:24]([c:26]2[cH:27][c:28](-[c:32]3[cH:33][n:34][cH:35][cH:36][c:37]3[CH3:38])[cH:29][cH:30][cH:31]2)[CH2:23][C:22](=[O:39])[NH:21][c:9]2[c:8]1[cH:13][c:12]([O:14][CH2:15][CH3:16])[c:11]([C:17]([F:18])([F:19])[F:20])[cH:10]2.